From a dataset of the Open Reaction Database (ORD), a public repository of structured organic reaction records. describe an organic reaction: reactants, conditions, products, and yield The reactants are ClCCCBr, COc1cc2c(cc1OC)C(=O)NCC2, [H-], [Na+], CN(C)C=O. The product is COc1cc2c(cc1OC)C(=O)N(CCCCl)CC2. Reaction SMILES: [Br:18][CH2:19][CH2:20][CH2:21][Cl:22].[CH3:3][O:4][c:5]1[cH:6][c:7]2[c:12]([cH:13][c:14]1[O:15][CH3:16])[C:11](=[O:17])[NH:10][CH2:9][CH2:8]2.[H-:1].[Na+:2].[O:23]=[CH:24][N:25]([CH3:26])[CH3:27]>>[CH3:3][O:4][c:5]1[cH:6][c:7]2[c:12]([cH:13][c:14]1[O:15][CH3:16])[C:11](=[O:17])[N:10]([CH2:19][CH2:20][CH2:21][Cl:22])[CH2:9][CH2:8]2. Starting materials: COC(CC=1C2=C(SC1)C=C(C(=C2)C)O)=O ((6-Hydroxy-5-methyl-benzo[b]thiophen-3-yl)-acetic acid methyl ester), FC(C1=CC=C(COC2=C(C=CC=C2)CO)C=C1)(F)F ([2-(4-Trifluoromethyl-benzyloxy)-phenyl]-methanol), COC(CC=1C2=C(SC1)C(=CC=C2)O)=O ((7-Hydroxy-benzo[b]thiophen-3-yl)acetic acid methyl ester). The product is CC1=CC2=C(SC=C2CC(=O)O)C=C1OCC1=C(C=CC=C1)OCC1=CC=C(C=C1)C(F)(F)F ({5-Methyl-6-[2-(4-trifluoromethyl-benzyloxy)-benzyloxy]-benzo[b]-thiophen-3-yl}-acetic acid). The yield is 43.0%. As a reaction SMILES: C[O:2][C:3](=[O:16])[CH2:4][C:5]1[C:6]2[CH:13]=[C:12]([CH3:14])[C:11]([OH:15])=[CH:10][C:7]=2[S:8][CH:9]=1.[F:17][C:18]([F:36])([F:35])[C:19]1[CH:34]=[CH:33][C:22]([CH2:23][O:24][C:25]2[CH:30]=[CH:29][CH:28]=[CH:27][C:26]=2[CH2:31]O)=[CH:21][CH:20]=1.COC(=O)CC1C2C=CC=C(O)C=2SC=1>>[CH3:14][C:12]1[C:11]([O:15][CH2:31][C:26]2[CH:27]=[CH:28][CH:29]=[CH:30][C:25]=2[O:24][CH2:23][C:22]2[CH:33]=[CH:34][C:19]([C:18]([F:17])([F:35])[F:36])=[CH:20][CH:21]=2)=[CH:10][C:7]2[S:8][CH:9]=[C:5]([CH2:4][C:3]([OH:2])=[O:16])[C:6]=2[CH:13]=1. Procedure details: The title compound was prepared using compound 78C from the preceding step and compound 7A in a manner analogous to compound 77B. Thus, recrystallization from methanol afforded 0.42 g (43% yield) of the title compound as a cream-colored powder, mp 108-109° C. Calc for C27H23F3O4S: C, 64.79; H, 4.63; found: C, 64.64; H, 4.46. Step 5. Preparation of {5-Methyl-6-[2-(4-trifluoromethyl-benzyloxy)-benzyloxy]-benzo[b]thiophen-3-yl}-acetic acid (Compound 78) Reactants: COC=1C=C(C=CC1)C=1C=C(C(NC1)=O)C(=O)O (1,2-dihydro-5-(3-methoxyphenyl)-2-oxo-3-pyridinecarboxylic acid). Run in N1=CC=CC2=CC=CC=C12 (quinoline). Product: COC=1C=C(C=CC1)C=1C=CC(NC1)=O (5-(3-Methoxyphenyl)-2(1H)-pyridinone). As a reaction SMILES: [CH3:1][O:2][C:3]1[CH:4]=[C:5]([C:9]2[CH:10]=[C:11](C(O)=O)[C:12](=[O:15])[NH:13][CH:14]=2)[CH:6]=[CH:7][CH:8]=1>N1C2C(=CC=CC=2)C=CC=1>[CH3:1][O:2][C:3]1[CH:4]=[C:5]([C:9]2[CH:10]=[CH:11][C:12](=[O:15])[NH:13][CH:14]=2)[CH:6]=[CH:7][CH:8]=1. Reported procedure: In the manner described in Example 20, heating 1,2-dihydro-5-(3-methoxyphenyl)-2-oxo-3-pyridinecarboxylic acid in quinoline provides the product of the Example. Reactants: COCCOCCOC, COc1cc(F)c(C(=O)Cl)c(F)c1, N. Product: COc1cc(F)c(C(N)=O)c(F)c1. RXN SMILES: [CH3:15][O:16][CH2:17][CH2:18][O:19][CH2:20][CH2:21][O:22][CH3:23].[F:1][c:2]1[c:3]([C:4](=[O:5])[Cl:6])[c:7]([F:13])[cH:8][c:9]([O:11][CH3:12])[cH:10]1.[NH3:14]>>[F:1][c:2]1[c:3]([C:4](=[O:5])[NH2:14])[c:7]([F:13])[cH:8][c:9]([O:11][CH3:12])[cH:10]1. The reactants are C1(CCCCC1)C(C1=C(C=2C(=NC=CC2)S1)C)NC1=CC=C(C=C1)C(=O)NCCC(=O)OCC (ethyl 3-[{(4-{[cyclohexyl(3-methylthieno[2,3-b]pyridin-2-yl)methyl]amino}phenyl)carbonyl]amino}propanoate), O1CCCC1 (tetrahydrofuran), [OH-].[Na+] (sodium hydroxide). The solvent is C(C)O (ethanol). Run at time 2 hour. The product is C1(CCCCC1)C(C1=C(C=2C(=NC=CC2)S1)C)NC1=CC=C(C=C1)C(=O)NCCC(=O)O (3-{[(4-{[cyclohexyl(3-methylthieno[2,3-b]pyridin-2-yl)methyl]amino}phenyl)carbonyl]amino}propanoic acid). The yield is 89.1%. Reaction SMILES: [CH:1]1([CH:7]([NH:18][C:19]2[CH:24]=[CH:23][C:22]([C:25]([NH:27][CH2:28][CH2:29][C:30]([O:32]CC)=[O:31])=[O:26])=[CH:21][CH:20]=2)[C:8]2[S:16][C:11]3=[N:12][CH:13]=[CH:14][CH:15]=[C:10]3[C:9]=2[CH3:17])[CH2:6][CH2:5][CH2:4][CH2:3][CH2:2]1.O1CCCC1.[OH-].[Na+]>C(O)C>[CH:1]1([CH:7]([NH:18][C:19]2[CH:20]=[CH:21][C:22]([C:25]([NH:27][CH2:28][CH2:29][C:30]([OH:32])=[O:31])=[O:26])=[CH:23][CH:24]=2)[C:8]2[S:16][C:11]3=[N:12][CH:13]=[CH:14][CH:15]=[C:10]3[C:9]=2[CH3:17])[CH2:6][CH2:5][CH2:4][CH2:3][CH2:2]1 |f:2.3|. Procedure: To a mixture of ethyl 3-[{(4-{[cyclohexyl(3-methylthieno[2,3-b]pyridin-2-yl)methyl]amino}phenyl)carbonyl]amino}propanoate (335 mg) synthesized above, tetrahydrofuran (5 mL) and ethanol (5 mL) was added 1N aqueous sodium hydroxide solution (2.00 mL), and the mixture was stirred at room temperature for 2 hr, and concentrated under reduced pressure. The residue was dissolved in water (10 mL), and 1N hydrochloric acid (2.00 mL) was added at 0° C. The resulting precipitate was collected by filtration...